This data is from the Open Reaction Database (ORD), a public repository of structured organic reaction records. The task is: describe an organic reaction: reactants, conditions, products, and yield Starting materials: C[C@@H](C=C)O ((S)-(-)-3-buten-2-ol), N1=CC=CC=C1 (pyridine), O (water), FC(C(=O)Cl)C(F)(F)F (2,3,3,3-tetrafluoropropionyl chloride). Run in ClCCl (dichloromethane). Reaction conditions: time 30 minute. The product is FC(C(=O)OC(C)C=C)C(F)(F)F (3-buten-2-yl 2,3,3,3-tetrafluoropropionate). Isolated yield 75.1%. Reaction SMILES: [CH3:1][C@H:2]([OH:5])[CH:3]=[CH2:4].N1C=CC=CC=1.[F:12][CH:13]([C:17]([F:20])([F:19])[F:18])[C:14](Cl)=[O:15].O>ClCCl>[F:12][CH:13]([C:17]([F:20])([F:19])[F:18])[C:14]([O:5][CH:2]([CH:3]=[CH2:4])[CH3:1])=[O:15]. Procedure: In 20 ml of dichloromethane were dissolved 0.72 g of (S)-(-)-3-buten-2-ol (98%ee) and 0.95 g of pyridine, and then 1.65 g of 2,3,3,3-tetrafluoropropionyl chloride was dropwise added to the above-obtained solution while the solution was being cooled with ice. The resulting mixture was stirred at room temperature for 30 minutes, subsequently water was added thereto, and then the reaction mixture was subjected to extraction with ether. The resulting extract was washed with 1N hydrochloric acid, a 5... Reactants: NC=1C=C(C(=O)NC(CCC)CCC)C=CC1O (3-amino-4-hydroxy-N-(1-propylbutyl)benzamide), C(C)OC(OCC)(OCC)OCC (tetraethoxymethane). Product: C(CC)C(CCC)NC(=O)C=1C=CC2=C(N=C(O2)OCC)C1 (2-Ethoxy-benzooxazole-5-carboxylic acid (1-propyl-butyl)-amide). Reaction SMILES: [NH2:1][C:2]1[CH:3]=[C:4]([CH:15]=[CH:16][C:17]=1[OH:18])[C:5]([NH:7][CH:8]([CH2:12][CH2:13][CH3:14])[CH2:9][CH2:10][CH3:11])=[O:6].[CH2:19]([O:21][C:22](OCC)(OCC)OCC)[CH3:20]>>[CH2:9]([CH:8]([NH:7][C:5]([C:4]1[CH:15]=[CH:16][C:17]2[O:18][C:22]([O:21][CH2:19][CH3:20])=[N:1][C:2]=2[CH:3]=1)=[O:6])[CH2:12][CH2:13][CH3:14])[CH2:10][CH3:11]. Procedure: Prepared in a similar manner to example 41 using 3-amino-4-hydroxy-N-(1-propylbutyl)benzamide (example 41a) and tetraethoxymethane: mp 128-129° C.; MS (M+H, 305.1). Reactants: P(Cl)(Cl)(Cl)(Cl)Cl (Phosphorus pentachloride), resultant solution, CN(C)C1=CC=CC=C1 (N,N-dimethylphenylamine), C[Si](Cl)(C)C (trimethylchlorosilan), C1(=CC=CC=C1)CC(=O)NC1[C@@H]2N(C(=C(CS2)OS(=O)(=O)C2=CC=C(C)C=C2)C(=O)O)C1=O (7-phenylacetamido-3-tosyloxy-3-cephem-4-carboxylic acid). Run in CO (Methanol), O (water), C(Cl)Cl (methylene chloride), C(C)N(CC)CC (Triethylamine). Product: NC1[C@@H]2N(C(=C(CS2)OS(=O)(=O)C2=CC=C(C)C=C2)C(=O)O)C1=O (7-amino-3-tosyloxy-3-cephem-4-carboxylic acid). Yield: 44.1%. As a reaction SMILES: CN(C1C=CC=CC=1)C.C[Si](C)(C)Cl.C1(CC([NH:24][CH:25]2[C:46](=[O:47])[N:27]3[C:28]([C:43]([OH:45])=[O:44])=[C:29]([O:32][S:33]([C:36]4[CH:42]=[CH:41][C:39]([CH3:40])=[CH:38][CH:37]=4)(=[O:35])=[O:34])[CH2:30][S:31][C@H:26]23)=O)C=CC=CC=1.P(Cl)(Cl)(Cl)(Cl)Cl>C(Cl)Cl.O.CO.C(N(CC)CC)C>[NH2:24][CH:25]1[C:46](=[O:47])[N:27]2[C:28]([C:43]([OH:45])=[O:44])=[C:29]([O:32][S:33]([C:36]3[CH:37]=[CH:38][C:39]([CH3:40])=[CH:41][CH:42]=3)(=[O:34])=[O:35])[CH2:30][S:31][C@H:26]12. Procedure details: Triethylamine (3.41 g.), N,N-dimethylphenylamine (10.3 g.) and trimethylchlorosilan (5.64 g.) were added to a stirred solution of 7-phenylacetamido-3-tosyloxy-3-cephem-4-carboxylic acid (15 g.) in methylene chloride (150 ml.) at room temperature in turn, and the solution was stirred at room temperature for an hour. Phosphorus pentachloride (7.03 g.) was added to the solution at -35° C. and stirred at -25° to -20° C. for 1.5 hours. Methanol (61 ml.) was added to the solution and stirred at the sa... The reactants are C1CCOC1 (THF), C(C)OC(C(C=1C=NC(=NC1)C(F)(F)F)C#N)=O (cyano-(2-trifluoromethyl-pyrimidin-5-yl)-acetic acid ethyl ester), BrCC1CC1 (bromomethyl cyclopropane), [Na+].[I-] (NaI), [NH4+].[Cl-] (NH4Cl). Solvent: O1CCOCC1 (dioxane). Run at temperature 105 celsius. Product: ClC=1C=C(C=NC1)CC#N ((5-Chloro-pyridin-3-yl)-acetonitrile). Yield: 44.6%. RXN SMILES: C(OC(=O)[CH:5]([C:16]#[N:17])[C:6]1[CH:7]=[N:8][C:9]([C:12](F)(F)F)=N[CH:11]=1)C.BrCC1CC1.[Na+].[I-].C1COCC1.[NH4+].[Cl-:32]>O1CCOCC1>[Cl:32][C:12]1[CH:11]=[C:6]([CH2:5][C:16]#[N:17])[CH:7]=[N:8][CH:9]=1 |f:2.3,5.6|. Procedure details: A mixture of cyano-(2-trifluoromethyl-pyrimidin-5-yl)-acetic acid ethyl ester (240 mg, 0.93 mmol), bromomethyl cyclopropane (375 mg, 2.78 mmol) and NaI (139 mg, 0.93 mmol) in dry dioxane (2 mL) was degassed and ButOK in THF (1.11 mL, 1.11 mmol) was added at room temperature. The resulting mixture was heated to 100-110° C. for 24 h. Saturated NH4Cl solution was added to quench the reaction at 0° C. and extracted with EtOAc (5 mL×3). The organic layer was washed with brine, dried over Na2SO4 and c...